From a dataset of the Open Reaction Database (ORD), a public repository of structured organic reaction records. describe an organic reaction: reactants, conditions, products, and yield The reactants are CC(=O)[O-], CCCCCC, CC(=O)O, CCCCOC1OC(CO)C(O)C(O)(N(CC2CCCCC2)C(=O)NCCCl)C1O, [Na+], O=[N+]([O-])[N+](=O)[O-], C1CCOC1. Product: CCCCOC1OC(CO)C(O)C(O)(N(CC2CCCCC2)C(=O)N(CCCl)N=O)C1O. RXN SMILES: [CH3:2][C:3](=[O:4])[O-:5].[CH3:42][CH2:43][CH2:44][CH2:45][CH2:46][CH3:47].[CH3:53][C:54](=[O:55])[OH:56].[CH:6]1([CH2:12][N:13]([C:14]([NH:15][CH2:16][CH2:17][Cl:18])=[O:19])[C:20]2([OH:35])[CH:21]([OH:34])[CH:22]([O:23][CH2:24][CH2:25][CH2:26][CH3:27])[O:28][CH:29]([CH2:32][OH:33])[CH:30]2[OH:31])[CH2:7][CH2:8][CH2:9][CH2:10][CH2:11]1.[Na+:1].[O-:36][N+:37]([N+:38](=[O:39])[O-:40])=[O:41].[O:48]1[CH2:49][CH2:50][CH2:51][CH2:52]1>>[CH:6]1([CH2:12][N:13]([C:14]([N:15]([CH2:16][CH2:17][Cl:18])[N:37]=[O:36])=[O:19])[C:20]2([OH:35])[CH:21]([OH:34])[CH:22]([O:23][CH2:24][CH2:25][CH2:26][CH3:27])[O:28][CH:29]([CH2:32][OH:33])[CH:30]2[OH:31])[CH2:7][CH2:8][CH2:9][CH2:10][CH2:11]1.